This data is from the Open Reaction Database (ORD), a public repository of structured organic reaction records. The task is: describe an organic reaction: reactants, conditions, products, and yield Starting materials: [Al+3], COC(=O)c1cc(Br)c(OC)cc1OC, [H-], [H-], [H-], [H-], [Li+], C1CCOC1. The product is COc1cc(OC)c(CO)cc1Br. As a reaction SMILES: [Al+3:17].[Br:1][c:2]1[c:3]([O:14][CH3:15])[cH:4][c:5]([O:12][CH3:13])[c:6]([C:7](=[O:8])[O:9][CH3:10])[cH:11]1.[H-:16].[H-:19].[H-:20].[H-:21].[Li+:18].[O:22]1[CH2:23][CH2:24][CH2:25][CH2:26]1>>[Br:1][c:2]1[c:3]([O:14][CH3:15])[cH:4][c:5]([O:12][CH3:13])[c:6]([CH2:7][OH:8])[cH:11]1. Run at temperature 0 celsius, time 8 hour. Procedure: N,N-Diisopropylethylamine (3.20 mL, 18.35 mM) was added to a solution of (5S)-5-(aminomethyl)-3-(3-fluorophenyl)-1,3-oxazolidin-2-one (0.77 g, 3.57 mM; see Dong Pharmaceuticals WO 0194342) in anhydrous methanol (25 mL). The solution was cooled to 0° C., and N′-[2,2-dichloro-1-methylethylidene]-4-methylbenzenesulfonohydrazide (1.28 g, 4.58 mM) was added. The solution was warmed to room temperature and stirred overnight. The reaction mixture was then concentrated under vacuum and chromatographed o... As a reaction SMILES: C(N(CC)C(C)C)(C)C.[NH2:10][CH2:11][C@@H:12]1[O:16][C:15](=[O:17])[N:14]([C:18]2[CH:23]=[CH:22][CH:21]=[C:20]([F:24])[CH:19]=2)[CH2:13]1.Cl[CH:26](Cl)[C:27](=[N:29][NH:30]S(C1C=CC(C)=CC=1)(=O)=O)[CH3:28]>CO>[F:24][C:20]1[CH:19]=[C:18]([N:14]2[CH2:13][C@H:12]([CH2:11][N:10]3[CH:26]=[C:27]([CH3:28])[N:29]=[N:30]3)[O:16][C:15]2=[O:17])[CH:23]=[CH:22][CH:21]=1. Reactants: C(C)(C)N(C(C)C)CC (N,N-Diisopropylethylamine), NC[C@H]1CN(C(O1)=O)C1=CC(=CC=C1)F ((5S)-5-(aminomethyl)-3-(3-fluorophenyl)-1,3-oxazolidin-2-one), ClC(C(C)=NNS(=O)(=O)C1=CC=C(C=C1)C)Cl (N′-[2,2-dichloro-1-methylethylidene]-4-methylbenzenesulfonohydrazide). The solvent is CO (methanol). Product: FC=1C=C(C=CC1)N1C(O[C@H](C1)CN1N=NC(=C1)C)=O ((5R)-3-(3-Fluorophenyl)-5-[(4-methyl-1H-1,2,3-triazol-1-yl)methyl]-1,3-oxazolidin-2-one). The yield is 70.2%.